This data is from the Open Reaction Database (ORD), a public repository of structured organic reaction records. The task is: describe an organic reaction: reactants, conditions, products, and yield Starting materials: NC=1C(=C(C(=C(C(=O)Cl)C1I)I)C(NC)=O)I (5-amino-3-methylcarbamoyl-2,4,6-triiodobenzoyl chloride), C(C)(=O)OCC(=O)NC=1C(=C(C(=C(C(=O)Cl)C1I)I)C(NC)=O)I (5-Acetoxyacetamido-3-methylcarbamoyl-2,4,6-triiodobenzoyl chloride), NC=1C(=C(C(=C(C(=O)Cl)C1I)I)C(NC)=O)I (5-amino-3-methylcarbamoyl-2,4,6-triiodobenzoyl chloride), C(C)(=O)OC(C(=O)Cl)COC(C)=O (2,3-diacetoxypropionyl chloride). The solvent is CC(=O)N(C)C (DMAc). The product is C(C)(=O)OC(C(=O)NC=1C(=C(C(=C(C(=O)Cl)C1I)I)C(NC)=O)I)COC(C)=O (5-(2,3-diacetoxypropionylamino)-3-methylcarbamoyl-2,4,6-triiodobenzoyl chloride). Reaction SMILES: [NH2:1][C:2]1[C:3]([I:17])=[C:4]([C:13](=[O:16])[NH:14][CH3:15])[C:5]([I:12])=[C:6]([C:10]=1[I:11])[C:7]([Cl:9])=[O:8].C(OCC(NC1C(I)=C(C(=O)NC)C(I)=C(C=1I)C(Cl)=O)=O)(=O)C.[C:42]([O:45][CH:46]([CH2:50][O:51][C:52](=[O:54])[CH3:53])[C:47](Cl)=[O:48])(=[O:44])[CH3:43]>CC(N(C)C)=O>[C:42]([O:45][CH:46]([CH2:50][O:51][C:52](=[O:54])[CH3:53])[C:47]([NH:1][C:2]1[C:3]([I:17])=[C:4]([C:13](=[O:16])[NH:14][CH3:15])[C:5]([I:12])=[C:6]([C:10]=1[I:11])[C:7]([Cl:9])=[O:8])=[O:48])(=[O:44])[CH3:43]. Procedure: Compound (11) is prepared from compound (2) in an analogous manner as compound (3) described in Example I, B. Thus, 5-amino-3-methylcarbamoyl-2,4,6-triiodobenzoyl chloride (2) reacted with 2,3-diacetoxypropionyl chloride in DMAc provides 5-(2,3-diacetoxypropionylamino)-3-methylcarbamoyl-2,4,6-triiodobenzoyl chloride (11) in approximately 90% yield. The product is NC1=NS(N=C1NCCSCC1=NC(=CC=C1)CN(C)C)=O (3-Amino-4-{2-[(6-dimethylaminomethyl-2-pyridyl)methylthio]ethylamino}-1,2,5-thiadiazole 1-oxide). Reaction SMILES: CO[C:3]1[C:7](OC)=[N:6][S:5](=[O:10])[N:4]=1.[CH3:11][N:12]([CH2:14][C:15]1[N:20]=[C:19]([CH2:21][S:22][CH2:23][CH2:24][NH2:25])[CH:18]=[CH:17][CH:16]=1)[CH3:13].[NH3:26]>>[NH2:26][C:3]1[C:7]([NH:25][CH2:24][CH2:23][S:22][CH2:21][C:19]2[CH:18]=[CH:17][CH:16]=[C:15]([CH2:14][N:12]([CH3:11])[CH3:13])[N:20]=2)=[N:6][S:5](=[O:10])[N:4]=1. Reported procedure: When a methanolic solution of 3,4-dimethoxy-1,2,5-thiadiazole 1-oxide is successively treated with an equimolar amount of 2-[(6-dimethylaminomethyl-2-pyridyl)methylthio]ethylamine [prepared in Step C] and excess ammonia, the title compound is thereby produced. Reactants: COC1=NS(N=C1OC)=O (3,4-dimethoxy-1,2,5-thiadiazole 1-oxide), CN(C)CC1=CC=CC(=N1)CSCCN (2-[(6-Dimethylaminomethyl-2-pyridyl)methylthio]ethylamine), N (ammonia). The reactants are CC(=O)[O-], CC(=O)CC(C)=O, CC(=O)O, Nc1ccc(Cl)cc1F, Cl, O=N[O-], [Na+], [Na+], O. Yields the product CC(=O)C(=NNc1ccc(Cl)cc1F)C(C)=O. Reaction SMILES: [CH3:15][C:16](=[O:17])[O-:18].[CH3:19][C:20](=[O:21])[CH2:22][C:23]([CH3:24])=[O:25].[CH3:26][C:27](=[O:28])[OH:29].[Cl:1][c:2]1[cH:3][c:4]([F:9])[c:5]([NH2:6])[cH:7][cH:8]1.[ClH:30].[N:10]([O-:11])=[O:12].[Na+:13].[Na+:14].[OH2:31]>>[Cl:1][c:2]1[cH:3][c:4]([F:9])[c:5]([NH:6][N:10]=[C:22]([C:20]([CH3:19])=[O:21])[C:23]([CH3:24])=[O:25])[cH:7][cH:8]1. Starting materials: C(=O)(O)[O-].[Na+] (NaHCO3), ClC1=NC=CC(=N1)C1=C(N=C2N1C=CC=C2)C=2C=C(C(=O)NC1=C(C=CC=C1F)F)C=CC2 (3-[3-(2-Chloro-4-pyrimidinyl)imidazo[1,2-a]pyridin-2-yl]-N-(2,6-difluorophenyl)-benzamide), CN1N=CC(=C1)C=1C=C(N)C=CC1 (3-(1-methyl-1H-pyrazol-4-yl)aniline), Cl (HCl). The solvent is CCOC(=O)C (EtOAc), C(C(F)(F)F)O (trifluoroethanol). Run at temperature 80 celsius. The product is FC1=C(C(=CC=C1)F)NC(C1=CC(=CC=C1)C=1N=C2N(C=CC=C2)C1C1=NC(=NC=C1)NC1=CC(=CC=C1)C=1C=NN(C1)C)=O (N-(2,6-difluorophenyl)-3-[3-(2-{[3-(1-methyl-1H-pyrazol-4-yl)phenyl]amino}-4-pyrimidinyl)imidazo[1,2-a]pyridin-2-yl]benzamide). Yield: 63.4%. As a reaction SMILES: Cl[C:2]1[N:7]=[C:6]([C:8]2[N:12]3[CH:13]=[CH:14][CH:15]=[CH:16][C:11]3=[N:10][C:9]=2[C:17]2[CH:18]=[C:19]([CH:31]=[CH:32][CH:33]=2)[C:20]([NH:22][C:23]2[C:28]([F:29])=[CH:27][CH:26]=[CH:25][C:24]=2[F:30])=[O:21])[CH:5]=[CH:4][N:3]=1.[CH3:34][N:35]1[CH:39]=[C:38]([C:40]2[CH:41]=[C:42]([CH:44]=[CH:45][CH:46]=2)[NH2:43])[CH:37]=[N:36]1.Cl.C([O-])(O)=O.[Na+]>C(O)C(F)(F)F.CCOC(C)=O>[F:30][C:24]1[CH:25]=[CH:26][CH:27]=[C:28]([F:29])[C:23]=1[NH:22][C:20](=[O:21])[C:19]1[CH:31]=[CH:32][CH:33]=[C:17]([C:9]2[N:10]=[C:11]3[CH:16]=[CH:15][CH:14]=[CH:13][N:12]3[C:8]=2[C:6]2[CH:5]=[CH:4][N:3]=[C:2]([NH:43][C:42]3[CH:44]=[CH:45][CH:46]=[C:40]([C:38]4[CH:37]=[N:36][N:35]([CH3:34])[CH:39]=4)[CH:41]=3)[N:7]=2)[CH:18]=1 |f:3.4|. Reported procedure: 3-[3-(2-Chloro-4-pyrimidinyl)imidazo[1,2-a]pyridin-2-yl]-N-(2,6-difluorophenyl)-benzamide (Intermediate Example 1) (0.100 g, 0.217 mmol) and 3-(1-methyl-1H-pyrazol-4-yl)aniline (0.0563 g, 0.325 mmol) was dissolved in 4 mL of trifluoroethanol with stirring. HCl (0.11 mL, 4N in dioxane, 0.44 mmol) was added, and the vessel was sealed. The reaction was heated to 80° C. for 4.5 days and cooled to rt. The reaction was poured into half-saturated aqueous NaHCO3 solution and EtOAc. The layers were separ... Reactants: COC(C)(N(C)C)OC (Dimethylacetamide dimethylacetal), C(C)(C)(C)OC(NCCC(N)=S)=O ((2-thiocarbamoyl-ethyl)-carbamic acid tert-butyl ester). Solvent: C(Cl)Cl (DCM). Conditions: time 24 hour. Product: C(C)(C)(C)OC(NCCC(N=C(C)N(C)C)=S)=O ([2-(1-Dimethylamino-ethylidenethiocarbamoyl)-ethyl]-carbamic acid tert-butyl ester). RXN SMILES: CO[C:3](OC)([N:5]([CH3:7])[CH3:6])[CH3:4].[C:10]([O:14][C:15](=[O:22])[NH:16][CH2:17][CH2:18][C:19](=[S:21])[NH2:20])([CH3:13])([CH3:12])[CH3:11]>C(Cl)Cl>[C:10]([O:14][C:15](=[O:22])[NH:16][CH2:17][CH2:18][C:19](=[S:21])[N:20]=[C:3]([N:5]([CH3:7])[CH3:6])[CH3:4])([CH3:13])([CH3:11])[CH3:12]. Procedure details: Dimethylacetamide dimethylacetal (1.56 g, 11.7 mmol) is added to a stirred solution of (2-thiocarbamoyl-ethyl)-carbamic acid tert-butyl ester (1.0 g, 4.9 mmol) in DCM (50 ml). The reaction is stirred for 24 hours at room temperature followed by removal of the solvent. The residue is purified by chromatography on silica, eluting with ethyl acetate-diethyl ether (1:1) to give the titled compound as a yellow oil. The reactants are C(C)(C)(C)OC(CC1N(CCC1)C1=NC=C(C(=O)OC)C=C1[N+](=O)[O-])=O (Methyl 6-(2-(2-tert-butoxy-2-oxoethyl)pyrrolidin-1-yl)-5-nitronicotinate), P(OC1=CC=CC=C1)(OC1=CC=CC=C1)OC1=CC=CC=C1 (triphenyl phosphite). The reagents and catalysts are [NH4+].[O-][V](=O)=O (ammonium metavanadate), [Pt] (Pt/C). Solvent: ClCCl (dichloromethane). Reaction conditions: temperature 90 celsius, time 3 hour. Yields the product O=C1CC2N(C3=C(N1)C=C(C=N3)C(=O)OC)CCC2 (methyl 6-oxo-6,7,7a,8,9,10-hexahydro-5H-pyrido[3,2-b]pyrrolo[1,2-d][1,4]diazepine-3-carboxylate). The yield is 72.4%. RXN SMILES: C([O:5][C:6](=O)[CH2:7][CH:8]1[CH2:12][CH2:11][CH2:10][N:9]1[C:13]1[C:22]([N+:23]([O-])=O)=[CH:21][C:16]([C:17]([O:19][CH3:20])=[O:18])=[CH:15][N:14]=1)(C)(C)C.P(OC1C=CC=CC=1)(OC1C=CC=CC=1)OC1C=CC=CC=1>ClCCl.[NH4+].[O-][V](=O)=O.[Pt]>[O:5]=[C:6]1[NH:23][C:22]2[CH:21]=[C:16]([C:17]([O:19][CH3:20])=[O:18])[CH:15]=[N:14][C:13]=2[N:9]2[CH2:10][CH2:11][CH2:12][CH:8]2[CH2:7]1 |f:3.4|. Procedure details: Methyl 6-(2-(2-tert-butoxy-2-oxoethyl)pyrrolidin-1-yl)-5-nitronicotinate (1.79 g, 4.90 mmol) was dissolved in dichloromethane (Volume: 24.49 ml) and to this solution was added triphenyl phosphite (0.015 g, 0.049 mmol), ammonium metavanadate (0.034 g, 0.294 mmol) and Pt/C (5% wt.) (0.191 g, 0.049 mmol). The reaction mixture was hydrogenated at 100 psi at 25° C. for 3 h. The reaction mixture was filtered through a short plug of celite and the plug and precipitate were washed well with dichlorometh... The reactants are ClCN1S(=O)(=O)C2=CC=CC=C2C1=O (2-(chloromethyl) saccharin), C1(CCCCC1)N1N=NN=C1S (1-cyclohexyl-5-mercapto-1H-tetrazole), C([O-])([O-])=O.[K+].[K+] (potassium carbonate), sodium bicarbonate ice. Solvent: C(C)C(=O)C (methyl ethyl ketone). Yields the product C1(CCCCC1)C(N1S(=O)(=O)C2=CC=CC=C2C1=O)SC1=NN=NN1 (2-(1-cyclohexyl-1H-tetrazol-5-ylthiomethyl) saccharin). The yield is 81.7%. RXN SMILES: Cl[CH2:2][N:3]1[C:13](=[O:14])[C:12]2[C:7](=[CH:8][CH:9]=[CH:10][CH:11]=2)[S:4]1(=[O:6])=[O:5].C1([N:21]2[C:25]([SH:26])=[N:24][N:23]=[N:22]2)CCCCC1.C(=O)([O-])[O-].[K+].[K+]>C(C(C)=O)C>[CH:7]1([CH:2]([S:26][C:25]2[NH:24][N:23]=[N:22][N:21]=2)[N:3]2[C:13](=[O:14])[C:12]3[C:7](=[CH:8][CH:9]=[CH:10][CH:11]=3)[S:4]2(=[O:6])=[O:5])[CH2:12][CH2:11][CH2:10][CH2:9][CH2:8]1 |f:2.3.4|. Reported procedure: A mixture of 2-(chloromethyl) saccharin (3 g, 12.9 mmol) , 1-cyclohexyl-5-mercapto-1H-tetrazole (2.37 g, 12.9 mmol) and potassium carbonate (4.45 g, 32.2 mmol) was heated under reflux in methyl ethyl ketone (50 ml) for 1 hour. The reaction mixture was cooled, poured into dilute sodium bicarbonate/ice solution and extracted twice with ethyl acetate. The combined organic extracts were washed with water, dried (Na2SO4) and freed of solvent under vacuum. Chromatography (silica gel; MDC) afforded 2 g... Reactants: CC(C)(C)c1ccc(S(=O)(=O)N(CC(=O)O)c2ccc3ncccc3c2)cc1, Cc1cccc(CNC2CC2)c1. Product: Cc1cccc(CN(C(=O)CN(c2ccc3ncccc3c2)S(=O)(=O)c2ccc(C(C)(C)C)cc2)C2CC2)c1. RXN SMILES: [C:1]([CH3:2])([CH3:3])([CH3:4])[c:5]1[cH:6][cH:7][c:8]([S:11](=[O:12])(=[O:13])[N:14]([c:15]2[cH:16][c:17]3[cH:18][cH:19][cH:20][n:21][c:22]3[cH:23][cH:24]2)[CH2:25][C:26](=[O:27])[OH:28])[cH:9][cH:10]1.[CH:29]1([NH:32][CH2:33][c:34]2[cH:35][c:36]([CH3:40])[cH:37][cH:38][cH:39]2)[CH2:30][CH2:31]1>>[C:1]([CH3:2])([CH3:3])([CH3:4])[c:5]1[cH:6][cH:7][c:8]([S:11](=[O:12])(=[O:13])[N:14]([c:15]2[cH:16][c:17]3[cH:18][cH:19][cH:20][n:21][c:22]3[cH:23][cH:24]2)[CH2:25][C:26](=[O:27])[N:32]([CH:29]2[CH2:30][CH2:31]2)[CH2:33][c:34]2[cH:35][c:36]([CH3:40])[cH:37][cH:38][cH:39]2)[cH:9][cH:10]1. Reactants: COC(=O)c1cc2[nH]c(Br)c(C3CCCCC3)c2s1, O=C([O-])O, CC1(C)OB(c2ccccc2N)OC1(C)C, CCOC(C)=O, COCCOC, [Na+], O, c1ccc(P(c2ccccc2)(c2ccccc2)[Pd](P(c2ccccc2)(c2ccccc2)c2ccccc2)(P(c2ccccc2)(c2ccccc2)c2ccccc2)P(c2ccccc2)(c2ccccc2)c2ccccc2)cc1. Product: COC(=O)c1cc2[nH]c(-c3ccccc3N)c(C3CCCCC3)c2s1. As a reaction SMILES: [Br:1][c:2]1[c:3]([CH:14]2[CH2:15][CH2:16][CH2:17][CH2:18][CH2:19]2)[c:4]2[c:5]([nH:6]1)[cH:7][c:8]([C:10](=[O:11])[O:12][CH3:13])[s:9]2.[C:36](=[O:37])([O-:38])[OH:39].[CH3:20][C:21]1([CH3:22])[C:23]([CH3:24])([CH3:25])[O:26][B:27]([c:28]2[c:29]([NH2:34])[cH:30][cH:31][cH:32][cH:33]2)[O:35]1.[CH3:41][CH2:42][O:43][C:44](=[O:45])[CH3:46].[CH3:48][O:49][CH2:50][CH2:51][O:52][CH3:53].[Na+:40].[OH2:47].[cH:54]1[cH:55][cH:56][c:57]([P:58]([Pd:59]([P:60]([c:61]2[cH:62][cH:63][cH:64][cH:65][cH:66]2)([c:67]2[cH:68][cH:69][cH:70][cH:71][cH:72]2)[c:73]2[cH:74][cH:75][cH:76][cH:77][cH:78]2)([P:79]([c:80]2[cH:81][cH:82][cH:83][cH:84][cH:85]2)([c:86]2[cH:87][cH:88][cH:89][cH:90][cH:91]2)[c:92]2[cH:93][cH:94][cH:95][cH:96][cH:97]2)[P:98]([c:99]2[cH:100][cH:101][cH:102][cH:103][cH:104]2)([c:105]2[cH:106][cH:107][cH:108][cH:109][cH:110]2)[c:111]2[cH:112][cH:113][cH:114][cH:115][cH:116]2)([c:117]2[cH:118][cH:119][cH:120][cH:121][cH:122]2)[c:123]2[cH:124][cH:125][cH:126][cH:127][cH:128]2)[cH:129][cH:130]1>>[c:2]1(-[c:28]2[c:29]([NH2:34])[cH:30][cH:31][cH:32][cH:33]2)[c:3]([CH:14]2[CH2:15][CH2:16][CH2:17][CH2:18][CH2:19]2)[c:4]2[c:5]([nH:6]1)[cH:7][c:8]([C:10](=[O:11])[O:12][CH3:13])[s:9]2.